This data is from the Open Reaction Database (ORD), a public repository of structured organic reaction records. The task is: describe an organic reaction: reactants, conditions, products, and yield RXN SMILES: [BH4-:37].[CH3:1][C:2]([C:3]([CH2:4][O:5][c:6]1[c:7]([CH3:33])[cH:8][c:9]([C:12]([CH2:13][CH3:14])([CH2:15][CH3:16])[c:17]2[cH:18][cH:19][c:20]3[c:21]([cH:22][c:23]([C:25](=[O:26])[NH:27][CH2:28][C:29](=[O:30])[OH:31])[o:24]3)[cH:32]2)[cH:10][cH:11]1)=[O:34])([CH3:35])[CH3:36].[Na+:38]>>[CH3:1][C:2]([CH:3]([CH2:4][O:5][c:6]1[c:7]([CH3:33])[cH:8][c:9]([C:12]([CH2:13][CH3:14])([CH2:15][CH3:16])[c:17]2[cH:18][cH:19][c:20]3[c:21]([cH:22][c:23]([C:25](=[O:26])[NH:27][CH2:28][C:29](=[O:30])[OH:31])[o:24]3)[cH:32]2)[cH:10][cH:11]1)[OH:34])([CH3:35])[CH3:36]. Yields the product CCC(CC)(c1ccc(OCC(O)C(C)(C)C)c(C)c1)c1ccc2oc(C(=O)NCC(=O)O)cc2c1. Reactants: [BH4-], CCC(CC)(c1ccc(OCC(=O)C(C)(C)C)c(C)c1)c1ccc2oc(C(=O)NCC(=O)O)cc2c1, [Na+]. Reactants: Cc1nnsc1C(=O)O, [Cl-], Nc1ccccc1C(=O)O, [Na+], [OH-], O. Product: Cc1nnsc1C(=O)Nc1ccccc1C(=O)O. RXN SMILES: [CH3:14][c:15]1[n:16][n:17][s:18][c:19]1[C:20](=[O:21])[OH:22].[Cl-:13].[NH2:3][c:4]1[cH:5][cH:6][cH:7][cH:8][c:9]1[C:10]([OH:11])=[O:12].[Na+:2].[OH-:1].[OH2:23]>>[NH:3]([c:4]1[cH:5][cH:6][cH:7][cH:8][c:9]1[C:10]([OH:11])=[O:12])[C:20]([c:19]1[c:15]([CH3:14])[n:16][n:17][s:18]1)=[O:21]. Starting materials: compound 91, Cl.ClC=1C=CC=2N(C1)C(=C(N2)C2=CC=CC=C2)CCl (6-chloro-3-(chloromethyl)-2-phenylimidazo[1,2-a]pyridine hydrochloride), N1C(CC1)=O (azetidin-2-one). The product is ClC=1C=CC=2N(C1)C(=C(N2)C2=CC=CC=C2)CN2C(CC2)=O (1-(6-Chloro-2-phenyl-imidazo[1,2-a]pyridin-3-ylmethyl)-azetidin-2-one). Reaction SMILES: Cl.[Cl:2][C:3]1[CH:4]=[CH:5][C:6]2[N:7]([C:9]([CH2:18]Cl)=[C:10]([C:12]3[CH:17]=[CH:16][CH:15]=[CH:14][CH:13]=3)[N:11]=2)[CH:8]=1.[NH:20]1[CH2:23][CH2:22][C:21]1=[O:24]>>[Cl:2][C:3]1[CH:4]=[CH:5][C:6]2[N:7]([C:9]([CH2:18][N:20]3[CH2:23][CH2:22][C:21]3=[O:24])=[C:10]([C:12]3[CH:17]=[CH:16][CH:15]=[CH:14][CH:13]=3)[N:11]=2)[CH:8]=1 |f:0.1|. Procedure: The title compound was prepared according to Method B and the experimentals described for compound 91 from 6-chloro-3-(chloromethyl)-2-phenylimidazo[1,2-a]pyridine hydrochloride and azetidin-2-one. m/e+ 312 for C17H15ClN3O [M+H]+; 1H-NMR (400 MHz, CDCl3) δ 8.45 (d, J=1.4 Hz, 1H), 7.72 (d, J=1.4, 3.3 Hz, 2H), 7.62 (d, J=9.5 Hz, 1H), 7.49 (m, 2H), 7.25 (dd, J=2.5, 9.5 Hz, 2H), 4.81 (t, J=4.0 Hz, 2H), 3.20 (t, J=4.0 Hz, 2H), 3.00 (t, J=4.0 Hz, 2H) ppm. Reactants: C(C)(=O)NC1=CC=C(CN(C(C=C2OC(OC2=O)(C)C)=O)OC)C=C1 (N-(4-Acetylaminobenzyl)-2-(2,2-dimethyl-5-oxo-[1,3]-dioxolan-4-ylidene)-N-methoxy-acetamide). Solvent: CO (methanol). Yields the product COC(C(=CC(N(OC)CC1=CC=C(C=C1)NC(C)=O)=O)O)=O (3-[(4-Acetylamino-benzyl)-methoxy-carbamoyl]-2-hydroxy-acrylic acid methyl ester). Yield: 35.0%. Reaction SMILES: [C:1]([NH:4][C:5]1[CH:25]=[CH:24][C:8]([CH2:9][N:10]([O:22][CH3:23])[C:11](=[O:21])[CH:12]=[C:13]2[C:17](=[O:18])[O:16][C:15](C)(C)[O:14]2)=[CH:7][CH:6]=1)(=[O:3])[CH3:2]>CO>[CH3:15][O:16][C:17](=[O:18])[C:13]([OH:14])=[CH:12][C:11](=[O:21])[N:10]([CH2:9][C:8]1[CH:24]=[CH:25][C:5]([NH:4][C:1](=[O:3])[CH3:2])=[CH:6][CH:7]=1)[O:22][CH3:23]. Reported procedure: N-(4-Acetylaminobenzyl)-2-(2,2-dimethyl-5-oxo-[1,3]-dioxolan-4-ylidene)-N-methoxy-acetamide was treated with methanol as described in the preparation of Compound 44-D and gave the title ester as white crystals (35% yield); mp 125° C. 1HNMR 400 MHz (CDCl3) δ (ppm): 2.18 (3H, s, COCH3), 3.68 (3H, s, OCH3), 3.89 (3H, s, OCH3), 4.79 (2H, s, NCH2), 6.46 (1H, s, CH), 7.16 (1H broad s, NH), 7.29 (2H, d, J=8.6 Hz, aromatics), 7.48 (2H, d, J=8.6 Hz, aromatics). Anal. Calcd for C15H18N2O6: C, 55.89; H, 5.... The reactants are [H-].[Na+] (NaH), NC1=CC2=CC(=CC=C2C=C1)O (2-Amino-7-hydroxynaphthalene), S(=O)(=O)(OC)OC (dimethyl sulfate), [H][H] (hydrogen). Run in CN(C)C=O (DMF), CCCCCC (hexane). The product is NC1=CC2=CC(=CC=C2C=C1)OC (2-Amino-7-methoxynaphthalene). Reaction SMILES: [NH2:1][C:2]1[CH:11]=[CH:10][C:9]2[C:4](=[CH:5][C:6]([OH:12])=[CH:7][CH:8]=2)[CH:3]=1.[H-].[Na+].[H][H].S(OC)(O[CH3:21])(=O)=O>CN(C=O)C.CCCCCC>[NH2:1][C:2]1[CH:11]=[CH:10][C:9]2[C:4](=[CH:5][C:6]([O:12][CH3:21])=[CH:7][CH:8]=2)[CH:3]=1 |f:1.2|. Reported procedure: 2-Amino-7-hydroxynaphthalene (18.6 g, 0.117 mol) was added in portions to hexane-rinsed NaH (60%, 5.1 g, 0.127 mol) in dry DMF (dimethylformamide; 100 ml) at 0° C. The solution was stirred under argon for 10 minutes until hydrogen evolution had ceased, whereupon dimethyl sulfate (11 ml, 0.116 mol) was added dropwise via syringe at 0° C. until O-methylation was complete by TLC monitoring. The reaction was carefully quenched with 6N HCl to pH 1, and partitioned between ether and water, thus separa... Reactants: FC1=C(C=O)C=CC=C1 (2-fluoro-benzaldehyde), ClC=1C=C(C=CC1)O (3-chlorophenol). The product is ClC=1C=C(OC2=C(C=O)C=CC=C2)C=CC1 (2-(3-Chlorophenoxy)benzaldehyde). Isolated yield 69.0%. Reaction SMILES: F[C:2]1[CH:9]=[CH:8][CH:7]=[CH:6][C:3]=1[CH:4]=[O:5].[Cl:10][C:11]1[CH:12]=[C:13]([OH:17])[CH:14]=[CH:15][CH:16]=1>>[Cl:10][C:11]1[CH:12]=[C:13]([CH:14]=[CH:15][CH:16]=1)[O:17][C:2]1[CH:9]=[CH:8][CH:7]=[CH:6][C:3]=1[CH:4]=[O:5]. Procedure: Preparation analogous to Example 12 a) from 2-fluoro-benzaldehyde and 3-chlorophenol. Yield: 69%; yellow oil after bulb tube distillation (150°-180° C., 0.001 torr); 1H-NMR (CDCl3, 200 MHz): 6.92-7.38 (m, 6H); 7.55 (m, 1H); 7.95 (m, 1H), 10.48 (s, 1H).